This data is from the Open Reaction Database (ORD), a public repository of structured organic reaction records. The task is: describe an organic reaction: reactants, conditions, products, and yield The reactants are C(C)(C)(C)OC(=O)N[C@H](C(=O)OC)CCC=C ((S)-methyl 2-(tert-butoxycarbonylamino)hex-5-enoate), O[Li].O (LiOH.H2O). The solvent is C1CCOC1.O (THF H2O). Run at time 1 hour. Product: C(C)(C)(C)OC(=O)N[C@H](C(=O)O)CCC=C ((s)-2-(tert-butoxycarbonylamino)hex-5-enoic acid). The yield is 89.4%. RXN SMILES: [C:1]([O:5][C:6]([NH:8][C@@H:9]([CH2:14][CH2:15][CH:16]=[CH2:17])[C:10]([O:12]C)=[O:11])=[O:7])([CH3:4])([CH3:3])[CH3:2].O[Li].O>C1COCC1.O>[C:1]([O:5][C:6]([NH:8][C@@H:9]([CH2:14][CH2:15][CH:16]=[CH2:17])[C:10]([OH:12])=[O:11])=[O:7])([CH3:4])([CH3:3])[CH3:2] |f:1.2,3.4|. Procedure: In a solution of THF/H2O (1:1, 35 mL) containing the product (IX) (1 g, 4.1 mmol) LiOH.H2O (432 mg, 10.3 mmol) is added in one portion. The mixture is stirred for 1 h at room temperature. The solvent is then evaporated and then a 5% H3PO4 solution in water is added until a pH=3 is obtained. The product is then extracted with EtOAc, dried (MgSO4), and then evaporated. After purification, the product (X) (840 mg, 89%) is isolated as a colorless lacquer. Starting materials: C(C)(C)(C)C1=C(O)C=CC(=C1)O (t-butylhydroquinone), S(O)(O)(=O)=O (sulfuric acid), [OH-].[Na+] (sodium hydroxide), C(CO)Cl (ethylene chlorohydrine). The reagents and catalysts are [I-].[K+] (potassium iodide). The solvent is O (water). Conditions: temperature 80 celsius. Product: C(C)(C)(C)C1=C(C=CC(=C1)OCCO)O (2-t-butyl-4-(2'-hydroxyethoxy)phenol). The yield is 47.6%. As a reaction SMILES: [C:1]([C:5]1[CH:11]=[C:10]([OH:12])[CH:9]=[CH:8][C:6]=1[OH:7])([CH3:4])([CH3:3])[CH3:2].[OH-].[Na+].[CH2:15](Cl)[CH2:16][OH:17].S(=O)(=O)(O)O>O.[I-].[K+]>[C:1]([C:5]1[CH:11]=[C:10]([O:12][CH2:15][CH2:16][OH:17])[CH:9]=[CH:8][C:6]=1[OH:7])([CH3:4])([CH3:2])[CH3:3] |f:1.2,6.7|. Procedure details: 332 g (2 mol) of t-butylhydroquinone and 1 g of potassium iodide were dissolved in 2 l of water under nitrogen atmosphere, and were heated to 80° C. Thereafter, to the solution thus obtained, were dropwise added 232 g (2.8 mol) of 48% sodium hydroxide aqueous solution and 200 g (2.5 mol) of ethylene chlorohydrine at the same time for 3 hours while constantly maintaining alkaline. After finishing this dropwise addition, the resultant reaction mixture was heated for 8 hours at the reflux temperatu... Reactants: CCN=C=NCCCN(C)C, CN(C)c1ccncc1, ClCCl, Cl, Nc1ccc2cccnc2c1, O=C(O)c1ccc(-c2ccccc2)cc1. Product: O=C(Nc1ccc2cccnc2c1)c1ccc(-c2ccccc2)cc1. Reaction SMILES: [CH3:28][N:29]([CH3:30])[CH2:31][CH2:32][CH2:33][N:34]=[C:35]=[N:36][CH2:37][CH3:38].[CH3:42][N:43]([CH3:44])[c:45]1[cH:46][cH:47][n:48][cH:49][cH:50]1.[Cl:39][CH2:40][Cl:41].[ClH:27].[NH2:1][c:2]1[cH:3][cH:4][c:5]2[cH:6][cH:7][cH:8][n:9][c:10]2[cH:11]1.[c:12]1(-[c:21]2[cH:22][cH:23][cH:24][cH:25][cH:26]2)[cH:13][cH:14][c:15]([C:18](=[O:19])[OH:20])[cH:16][cH:17]1>>[NH:1]([c:2]1[cH:3][cH:4][c:5]2[cH:6][cH:7][cH:8][n:9][c:10]2[cH:11]1)[C:18]([c:15]1[cH:14][cH:13][c:12](-[c:21]2[cH:22][cH:23][cH:24][cH:25][cH:26]2)[cH:17][cH:16]1)=[O:19]. Reactants: NC=1C=C2C(=NC1)N=C(N2)SCC2=NC=C(C(=C2C)OC)C (6-amino-2-[(3,5-dimethyl-4-methoxy-2-pyridyl)methylthio]imidazo[4,5-b]pyridine), [OH-].[Na+] (sodium hydroxide), S(O)(O)(=O)=O (sulfuric acid), N(=O)[O-].[Na+] (sodium nitrite). Solvent: O (water). Reaction conditions: temperature 0 celsius. The product is OC=1C=C2C(=NC1)N=C(N2)SCC2=NC=C(C(=C2C)OC)C (6-hydroxy-2-[(3,5-dimethyl-4-methoxy-2-pyridyl)methylthio]imidazo[4,5-b]pyridine). As a reaction SMILES: N[C:2]1[CH:3]=[C:4]2[NH:10][C:9]([S:11][CH2:12][C:13]3[C:18]([CH3:19])=[C:17]([O:20][CH3:21])[C:16]([CH3:22])=[CH:15][N:14]=3)=[N:8][C:5]2=[N:6][CH:7]=1.S(=O)(=O)(O)[OH:24].N([O-])=O.[Na+].[OH-].[Na+]>O>[OH:24][C:2]1[CH:3]=[C:4]2[NH:10][C:9]([S:11][CH2:12][C:13]3[C:18]([CH3:19])=[C:17]([O:20][CH3:21])[C:16]([CH3:22])=[CH:15][N:14]=3)=[N:8][C:5]2=[N:6][CH:7]=1 |f:2.3,4.5|. Procedure: 0.2 Gram of 6-amino-2-[(3,5-dimethyl-4-methoxy-2-pyridyl)methylthio]imidazo[4,5-b]pyridine was dissolved in a mixture consisting of 3 ml of water and 0.1 ml of concentrated sulfuric acid. This mixture was stirred at 0° C., and 59 mg of sodium nitrite was added, then the mixture was further stirred at the same temperature for 1 hour. The reaction solution was neutralized by adding 4N-sodium hydroxide aqueous solution, and the crystals formed were collected by filtration. Recrystallized from ethan... Starting materials: [BH3-]C#N, O=Cc1ccc(OCc2ccccc2)cc1O, [CH3], Cl, [Na+], C1CCOC1, O. The product is Cc1ccc(OCc2ccccc2)cc1O. Reaction SMILES: [C:18]([BH3-:19])#[N:20].[CH2:1]([c:2]1[cH:3][cH:4][cH:5][cH:6][cH:7]1)[O:8][c:9]1[cH:10][c:11]([OH:17])[c:12]([CH:13]=[O:14])[cH:15][cH:16]1.[CH3:22].[ClH:23].[Na+:21].[O:24]1[CH2:25][CH2:26][CH2:27][CH2:28]1.[OH2:29]>>[CH2:1]([c:2]1[cH:3][cH:4][cH:5][cH:6][cH:7]1)[O:8][c:9]1[cH:10][c:11]([OH:17])[c:12]([CH3:13])[cH:15][cH:16]1. Reactants: BrC1=CC=C(C=C1)C(C(=O)N(C)OC)(F)F (2-(4-bromophenyl)-2,2-difluoro-N-methoxy-N-methylacetamide), BrC1=NC=C(C=C1)F (2-bromo-5-fluoropyridine), C[Sn](C)C.C[Sn](C)C (hexamethylditin). Reagents/catalysts: C1(=CC=CC=C1)P(C1=CC=CC=C1)C1=CC=CC=C1.C1(=CC=CC=C1)P(C1=CC=CC=C1)C1=CC=CC=C1.C1(=CC=CC=C1)P(C1=CC=CC=C1)C1=CC=CC=C1.C1(=CC=CC=C1)P(C1=CC=CC=C1)C1=CC=CC=C1.[Pd] (Palladium tetrakis(triphenylphosphine)). The solvent is O1CCOCC1 (1,4-dioxane), O (water). Yields the product FC(C(=O)N(C)OC)(C1=CC=C(C=C1)C1=NC=C(C=C1)F)F (2,2-difluoro-2-[4-(5-fluoropyridin-2-yl)phenyl]-N-methoxy-N-methylacetamide). As a reaction SMILES: Br[C:2]1[CH:7]=[CH:6][C:5]([C:8]([F:16])([F:15])[C:9]([N:11]([O:13][CH3:14])[CH3:12])=[O:10])=[CH:4][CH:3]=1.Br[C:18]1[CH:23]=[CH:22][C:21]([F:24])=[CH:20][N:19]=1.C[Sn](C)C.C[Sn](C)C>O1CCOCC1.O.C1(P(C2C=CC=CC=2)C2C=CC=CC=2)C=CC=CC=1.C1(P(C2C=CC=CC=2)C2C=CC=CC=2)C=CC=CC=1.C1(P(C2C=CC=CC=2)C2C=CC=CC=2)C=CC=CC=1.C1(P(C2C=CC=CC=2)C2C=CC=CC=2)C=CC=CC=1.[Pd]>[F:15][C:8]([F:16])([C:5]1[CH:6]=[CH:7][C:2]([C:18]2[CH:23]=[CH:22][C:21]([F:24])=[CH:20][N:19]=2)=[CH:3][CH:4]=1)[C:9]([N:11]([O:13][CH3:14])[CH3:12])=[O:10] |f:2.3,6.7.8.9.10,^1:25,29|. Reported procedure: Palladium tetrakis(triphenylphosphine) (236 mg, 0.20 mmol) was added to a degassed, ambient temperature solution of 2-(4-bromophenyl)-2,2-difluoro-N-methoxy-N-methylacetamide (600 mg, 2.05 mmol), 2-bromo-5-fluoropyridine (360 mg, 2.05 mmol) and hexamethylditin (670 mg, 2.05 mmol) in 1,4-dioxane (20 mL). After stirring at reflux overnight, the reaction mixture was diluted with water and extracted with methylene chloride and ethyl acetate. The combined organic extracts were dried (magnesium sulfat... Reactants: O=C1CCC(=O)N1Br, ClC(Cl)(Cl)Cl, Cc1ccc2nc(C)ccc2c1, CC(C)(C#N)N=NC(C)(C)C#N. Product: Cc1ccc2cc(CBr)ccc2n1. As a reaction SMILES: [Br:13][N:14]1[C:15](=[O:16])[CH2:17][CH2:18][C:19]1=[O:20].[C:33]([Cl:34])([Cl:35])([Cl:36])[Cl:37].[CH3:1][c:2]1[n:3][c:4]2[cH:5][cH:6][c:7]([CH3:12])[cH:8][c:9]2[cH:10][cH:11]1.[N:21]#[C:22][C:23]([N:24]=[N:25][C:26]([C:27]#[N:28])([CH3:29])[CH3:30])([CH3:31])[CH3:32]>>[CH3:1][c:2]1[n:3][c:4]2[cH:5][cH:6][c:7]([CH2:12][Br:13])[cH:8][c:9]2[cH:10][cH:11]1.